Dataset: the Open Reaction Database (ORD), a public repository of structured organic reaction records. Task: describe an organic reaction: reactants, conditions, products, and yield Starting materials: ClN1C(CCC1=O)=O (N-chlorosuccinimide), C(CCC)C=1NC(=C(N1)CO)CO (2-butyl-4,5-bis(hydroxymethyl) imidazole), C(C)O (ethanol). Run in O1CCOCC1 (1,4-dioxane). Product: C(CCC)C=1NC(=C(N1)Cl)CO (2-butyl-4- chloro-5-(hydroxymethyl) imidazole). As a reaction SMILES: [Cl:1]N1C(=O)CCC1=O.[CH2:9]([C:13]1[NH:14][C:15]([CH2:20][OH:21])=[C:16](CO)[N:17]=1)[CH2:10][CH2:11][CH3:12].C(O)C>O1CCOCC1>[CH2:9]([C:13]1[NH:14][C:15]([CH2:20][OH:21])=[C:16]([Cl:1])[N:17]=1)[CH2:10][CH2:11][CH3:12]. Reported procedure: 1.45 Grams (10.9 mmol) of an N-chlorosuccinimide was added to a solution consisting of 1.91 g (10.4 mmol) of a 2-butyl-4,5-bis(hydroxymethyl) imidazole, 100 ml of ethanol and 40 ml of 1,4-dioxane maintained at room temperature. The mixture was reacted for 18 hours with stirring and, then, the solvent was distilled off under reduced pressure. The resulting reaction product was washed with water and was recrystallized from acetonitrile to obtain a pale yellowish scale-like crystalline 2-butyl-4- c... Reactants: [Al+3], CCNC(=O)NCc1cccc(-c2ccc(C(C)(C)CCCNC(=O)C(C)(C)C)cc2O)c1, [H-], [H-], [H-], [H-], [Li+], C1CCOC1. Yields the product CCNC(=O)NCc1cccc(-c2ccc(C(C)(C)CCCNCC(C)(C)C)cc2O)c1. RXN SMILES: [Al+3:35].[CH2:1]([CH3:2])[NH:3][C:4]([NH:5][CH2:6][c:7]1[cH:8][c:9](-[c:13]2[c:14]([OH:32])[cH:15][c:16]([C:19]([CH2:20][CH2:21][CH2:22][NH:23][C:24]([C:25]([CH3:26])([CH3:27])[CH3:28])=[O:29])([CH3:30])[CH3:31])[cH:17][cH:18]2)[cH:10][cH:11][cH:12]1)=[O:33].[H-:34].[H-:37].[H-:38].[H-:39].[Li+:36].[O:40]1[CH2:41][CH2:42][CH2:43][CH2:44]1>>[CH2:1]([CH3:2])[NH:3][C:4]([NH:5][CH2:6][c:7]1[cH:8][c:9](-[c:13]2[c:14]([OH:32])[cH:15][c:16]([C:19]([CH2:20][CH2:21][CH2:22][NH:23][CH2:24][C:25]([CH3:26])([CH3:27])[CH3:28])([CH3:30])[CH3:31])[cH:17][cH:18]2)[cH:10][cH:11][cH:12]1)=[O:33]. Starting materials: NC1CC1, COc1ccc(C(=O)O)cc1C=Cc1ccc(Cl)cc1. Product: COc1ccc(C(=O)NC2CC2)cc1C=Cc1ccc(Cl)cc1. Reaction SMILES: [CH:21]1([NH2:24])[CH2:22][CH2:23]1.[Cl:1][c:2]1[cH:3][cH:4][c:5]([CH:8]=[CH:9][c:10]2[cH:11][c:12]([C:13](=[O:14])[OH:15])[cH:16][cH:17][c:18]2[O:19][CH3:20])[cH:6][cH:7]1>>[Cl:1][c:2]1[cH:3][cH:4][c:5]([CH:8]=[CH:9][c:10]2[cH:11][c:12]([C:13](=[O:15])[NH:24][CH:21]3[CH2:22][CH2:23]3)[cH:16][cH:17][c:18]2[O:19][CH3:20])[cH:6][cH:7]1. Yields the product FC1=C(C=CC(=C1)CC(C(CC)=O)C)C(C(=O)O)C (2-[2-fluoro-4-(2-methyl-3-oxopentyl)-phenyl]propionic acid). Reported procedure: A suspension of compound (20) (0.78 g, 2.82 mmol), ethyl 2-methyl-3-oxopentanoate (0.46 mL, 2.82 mmol) and anhydrous potassium carbonate (0.70 g, 5.1 mmol) in acetone (40 mL) was allowed to react in the same manner as in Example 15. The obtained residue was subjected to silica gel column chromatography and elution with an n-hexane/ethyl acetate (7:2) solution followed by conventional decarboxylation and hydrolysis to give 0.53 g (53%) of compound (24) of interest as clear colorless oil. Reaction SMILES: Br[CH2:2][C:3]1[CH:8]=[CH:7][C:6]([CH:9]([CH3:14])[C:10]([O:12]C)=[O:11])=[C:5]([F:15])[CH:4]=1.[CH3:16][CH:17]([C:23](=[O:26])[CH2:24][CH3:25])C(OCC)=O.C(=O)([O-])[O-].[K+].[K+]>CC(C)=O>[F:15][C:5]1[CH:4]=[C:3]([CH2:2][CH:17]([CH3:16])[C:23](=[O:26])[CH2:24][CH3:25])[CH:8]=[CH:7][C:6]=1[CH:9]([CH3:14])[C:10]([OH:12])=[O:11] |f:2.3.4|. The yield is 70.6%. Starting materials: BrCC1=CC(=C(C=C1)C(C(=O)OC)C)F (methyl 2-[4-(bromomethyl)-2-fluorophenyl]-propionate), CC(C(=O)OCC)C(CC)=O (ethyl 2-methyl-3-oxopentanoate), C([O-])([O-])=O.[K+].[K+] (potassium carbonate). Solvent: CC(=O)C (acetone). Procedure: To 63 mmol 5-chlorosulfonyl-2-hydroxy-benzoic acid in 120 ml dichloromethane at RT was added dropwise 317 mmol methylamine (8 M solution in ethanol) and the mixture was allowed to stir at RT for 1 h. The mixture was then concentrated in vacuo. The residue was suspended in 1 M aq NaOH solution and extracted twice with ether. The aqueous phase was acidified with 5 M aq HCl, saturated with NaCl, and extracted 3 times with THF. The combined THF extracts were washed twice with saturated aqueous NaCl ... Yields the product OC1=C(C(=O)O)C=C(C=C1)S(NC)(=O)=O (2-Hydroxy-5-methylsulfamoyl-benzoic acid). RXN SMILES: Cl[S:2]([C:5]1[CH:6]=[CH:7][C:8]([OH:14])=[C:9]([CH:13]=1)[C:10]([OH:12])=[O:11])(=[O:4])=[O:3].[CH3:15][NH2:16]>ClCCl>[OH:14][C:8]1[CH:7]=[CH:6][C:5]([S:2](=[O:4])(=[O:3])[NH:16][CH3:15])=[CH:13][C:9]=1[C:10]([OH:12])=[O:11]. Run in ClCCl (dichloromethane). Run at time 1 hour. Starting materials: ClS(=O)(=O)C=1C=CC(=C(C(=O)O)C1)O (5-chlorosulfonyl-2-hydroxy-benzoic acid), CN (methylamine).